From a dataset of the Open Reaction Database (ORD), a public repository of structured organic reaction records. describe an organic reaction: reactants, conditions, products, and yield Starting materials: CC(C)(C)[Si](C)(C)Cl, CC(CCO)NC(=O)OCc1ccccc1, CCOC(C)=O, CN(C)C=O, c1c[nH]cn1. As a reaction SMILES: [C:17]([CH3:18])([CH3:19])([CH3:20])[Si:21]([Cl:22])([CH3:23])[CH3:24].[CH2:1]([c:2]1[cH:3][cH:4][cH:5][cH:6][cH:7]1)[O:8][C:9]([NH:10][CH:11]([CH2:12][CH2:13][OH:14])[CH3:15])=[O:16].[CH3:35][CH2:36][O:37][C:38]([CH3:39])=[O:40].[O:30]=[CH:31][N:32]([CH3:33])[CH3:34].[nH:25]1[cH:26][cH:27][n:28][cH:29]1>>[CH2:1]([c:2]1[cH:3][cH:4][cH:5][cH:6][cH:7]1)[O:8][C:9]([NH:10][CH:11]([CH2:12][CH2:13][O:14][SiH2:21][C:17]([CH3:18])([CH3:19])[CH3:20])[CH3:15])=[O:16]. Yields the product CC(CCO[SiH2]C(C)(C)C)NC(=O)OCc1ccccc1. Procedure details: Diphenylidene isopropyl glycinate (2.0 g, 7.0 mmol) and 31 (1.4 g, 7.0 mmole) were dissolved in THF (10 ml). The solution was cooled to −10° C. tert-BuOLi (0.56 g, 7.0 mmole) was charged into the solution in several portions. The reaction was warmed up to room temperature slowly and stirred overnight. After quenched by addition of aqueous NH4Cl, the solvents were removed by distillation under vacuum. The residue was subjected to silica chromatography column eluted by hexane and EtOAc yielding 32... Reactants: NCC(=O)OC(C)C (isopropyl glycinate), FC1=C(C(=CC=C1F)F)C(C(C)=O)=C (3-(2,3,6-trifluorophenyl)but-3-en-2-one), C(C)(C)(C)O[Li] (tert-BuOLi). Run in C1CCOC1 (THF). RXN SMILES: [NH2:1][CH2:2][C:3]([O:5][CH:6]([CH3:8])[CH3:7])=[O:4].[F:9][C:10]1[C:15]([F:16])=[CH:14][CH:13]=[C:12]([F:17])[C:11]=1[C:18](=[CH2:22])[C:19](=[O:21])[CH3:20].[C:23](O[Li])([CH3:26])([CH3:25])[CH3:24]>C1COCC1>[C:23]1([C:26](=[N:1][CH:2]([CH2:22][CH:18]([C:11]2[C:12]([F:17])=[CH:13][CH:14]=[C:15]([F:16])[C:10]=2[F:9])[C:19](=[O:21])[CH3:20])[C:3]([O:5][CH:6]([CH3:8])[CH3:7])=[O:4])[C:10]2[CH:15]=[CH:14][CH:13]=[CH:12][CH:11]=2)[CH:25]=[CH:22][CH:18]=[CH:19][CH:24]=1. Product: C1(=CC=CC=C1)C(C1=CC=CC=C1)=NC(C(=O)OC(C)C)CC(C(C)=O)C1=C(C(=CC=C1F)F)F (Isopropyl 2-((diphenylmethylene)amino)-5-oxo-4-(2,3,6-trifluorophenyl)hexanoate). Run at time 8 hour. The reactants are ClC=1N=CC2=C(N(C(C(C(N2C)=O)C)C)C2CCCC2)N1 ((rac)-2-chloro-9-cyclopentyl-5,7,8-trimethyl-5,7,8,9-tetrahydro-pyrimido[4,5-b][1,4]diazepin-6-one), NC1=C(C=C(C(=O)O)C=C1)OC (4-amino-3-methoxy-benzoic acid), C(C)O (ethanol). Reagents/catalysts: Cl (hydrochloric acid). The solvent is O (water). The product is C1(CCCC1)N1C2=C(N(C(C(C1C)C)=O)C)C=NC(=N2)NC2=C(C=C(C(=O)O)C=C2)OC ((rac)-4-(9-cyclopentyl-5,7,8-trimethyl-6-oxo-6,7,8,9-tetrahydro-5H-pyrimido[4,5-b][1,4]diazepin-2-ylamino)-3-methoxy-benzoic acid). Isolated yield 72.1%. RXN SMILES: Cl[C:2]1[N:3]=[CH:4][C:5]2[N:11]([CH3:12])[C:10](=[O:13])[CH:9]([CH3:14])[CH:8]([CH3:15])[N:7]([CH:16]3[CH2:20][CH2:19][CH2:18][CH2:17]3)[C:6]=2[N:21]=1.[NH2:22][C:23]1[CH:31]=[CH:30][C:26]([C:27]([OH:29])=[O:28])=[CH:25][C:24]=1[O:32][CH3:33].C(O)C>Cl.O>[CH:16]1([N:7]2[CH:8]([CH3:15])[CH:9]([CH3:14])[C:10](=[O:13])[N:11]([CH3:12])[C:5]3[CH:4]=[N:3][C:2]([NH:22][C:23]4[CH:31]=[CH:30][C:26]([C:27]([OH:29])=[O:28])=[CH:25][C:24]=4[O:32][CH3:33])=[N:21][C:6]2=3)[CH2:20][CH2:19][CH2:18][CH2:17]1. Procedure details: A mixture of 0.092 g (0.0003 mole) of (rac)-2-chloro-9-cyclopentyl-5,7,8-trimethyl-5,7,8,9-tetrahydro-pyrimido[4,5-b][1,4]diazepin-6-one (VII-41), 0.1 g (0.00036 mole) of 4-amino-3-methoxy-benzoic acid, 0.5 mL of ethanol, 2 mL of water, and 2 drops of hydrochloric acid was heated at 100 degrees overnight. Upon cooling, a precipitate formed which was collected by filtration to give 0.095 g of (rac)-4-(9-cyclopentyl-5,7,8-trimethyl-6-oxo-6,7,8,9-tetrahydro-5H-pyrimido[4,5-b][1,4]diazepin-2-ylamino... Starting materials: C=CC(=O)OCCCCCCOc1ccc(C(=O)Oc2ccc(C=CC(=O)OCOCC)cc2)cc1, COc1ccc(O)cc1, CCO, Cc1ccc(S(=O)(=O)[O-])cc1, c1cc[nH+]cc1. Yields the product C=CC(=O)OCCCCCCOc1ccc(C(=O)Oc2ccc(C=CC(=O)O)cc2)cc1. As a reaction SMILES: [C:1]([CH:2]=[CH2:3])(=[O:4])[O:5][CH2:6][CH2:7][CH2:8][CH2:9][CH2:10][CH2:11][O:12][c:13]1[cH:14][cH:15][c:16]([C:17](=[O:18])[O:19][c:20]2[cH:21][cH:22][c:23]([CH:24]=[CH:25][C:26](=[O:27])[O:28][CH2:29][O:30][CH2:31][CH3:32])[cH:33][cH:34]2)[cH:35][cH:36]1.[CH3:54][O:55][c:56]1[cH:57][cH:58][c:59]([OH:60])[cH:61][cH:62]1.[CH3:63][CH2:64][OH:65].[c:37]1([CH3:38])[cH:39][cH:40][c:41]([S:42]([O-:43])(=[O:44])=[O:45])[cH:46][cH:47]1.[nH+:48]1[cH:49][cH:50][cH:51][cH:52][cH:53]1>>[C:1]([CH:2]=[CH2:3])(=[O:4])[O:5][CH2:6][CH2:7][CH2:8][CH2:9][CH2:10][CH2:11][O:12][c:13]1[cH:14][cH:15][c:16]([C:17](=[O:18])[O:19][c:20]2[cH:21][cH:22][c:23]([CH:24]=[CH:25][C:26](=[O:27])[OH:28])[cH:33][cH:34]2)[cH:35][cH:36]1. The reactants are ClC(Cl)Cl, O=S(=O)(Cl)c1ccc(Nc2ncnc3cc(Cl)ccc23)cc1, NCCCCl, Cl, Cl, [Na+], [Na+], O=C([O-])[O-], O. Product: O=S(=O)(NCCCCl)c1ccc(Nc2ncnc3cc(Cl)ccc23)cc1. As a reaction SMILES: [CH:37]([Cl:38])([Cl:39])[Cl:40].[Cl:2][c:3]1[cH:4][cH:5][c:6]2[c:7]([NH:13][c:14]3[cH:15][cH:16][c:17]([S:20](=[O:21])(=[O:22])[Cl:23])[cH:18][cH:19]3)[n:8][cH:9][n:10][c:11]2[cH:12]1.[Cl:31][CH2:32][CH2:33][CH2:34][NH2:35].[ClH:1].[ClH:30].[Na+:24].[Na+:25].[O-:26][C:27](=[O:28])[O-:29].[OH2:36]>>[Cl:2][c:3]1[cH:4][cH:5][c:6]2[c:7]([NH:13][c:14]3[cH:15][cH:16][c:17]([S:20](=[O:21])(=[O:22])[NH:35][CH2:34][CH2:33][CH2:32][Cl:31])[cH:18][cH:19]3)[n:8][cH:9][n:10][c:11]2[cH:12]1. Reactants: CO, N, COC(=O)c1cccc2nc(-c3ccc(-c4ccccn4)cc3)oc12. The product is NC(=O)c1cccc2nc(-c3ccc(-c4ccccn4)cc3)oc12. Reaction SMILES: [CH3:27][OH:28].[NH3:26].[n:1]1[c:2](-[c:7]2[cH:8][cH:9][c:10](-[c:13]3[o:14][c:15]4[c:16]([n:17]3)[cH:18][cH:19][cH:20][c:21]4[C:22](=[O:23])[O:24][CH3:25])[cH:11][cH:12]2)[cH:3][cH:4][cH:5][cH:6]1>>[n:1]1[c:2](-[c:7]2[cH:8][cH:9][c:10](-[c:13]3[o:14][c:15]4[c:16]([n:17]3)[cH:18][cH:19][cH:20][c:21]4[C:22](=[O:23])[NH2:26])[cH:11][cH:12]2)[cH:3][cH:4][cH:5][cH:6]1. Reactants: FC=1C(NC(=NC1)Cl)=O (5-fluoro-2-chloro-3H-pyrimidin-4-one), CN(C(=N)N(C)C)C (1,1,3,3-tetramethylguanidine), BrCC1=C(C#N)C=CC=C1 (2-(bromomethyl)benzonitrile), FC=1C(NC(=NC1)Cl)=O (5-fluoro-2-chloro-3H-pyrimidin-4-one), [I-].[Na+] (sodium iodide). Solvent: CN(C)C=O.COCCOC (DMF DME), CN(C)C=O.COCCOC (DMF DME). Reaction conditions: temperature 0 celsius, time 1 hour. Yields the product ClC=1N(C(C(=CN1)F)=O)CC1=C(C#N)C=CC=C1 (2-(2-chloro-5-fluoro-6-oxo-6H-pyrimidin-1-ylmethyl)-benzonitrile). As a reaction SMILES: [F:1][C:2]1[C:3](=[O:9])[NH:4][C:5]([Cl:8])=[N:6][CH:7]=1.[I-].[Na+].CN(C)C(N(C)C)=N.Br[CH2:21][C:22]1[CH:29]=[CH:28][CH:27]=[CH:26][C:23]=1[C:24]#[N:25]>CN(C=O)C.COCCOC>[Cl:8][C:5]1[N:4]([CH2:21][C:22]2[CH:29]=[CH:28][CH:27]=[CH:26][C:23]=2[C:24]#[N:25])[C:3](=[O:9])[C:2]([F:1])=[CH:7][N:6]=1 |f:1.2,5.6|. Reported procedure: Example 30B was also prepared from 5-fluoro-2-chloro-3H-pyrimidin-4-one as follows. To a solution of 5-fluoro-2-chloro-3H-pyrimidin-4-one (100.00 g, 0.67 mol) in 1:1 DMF/DME (440 mL) under a nitrogen atmosphere was added sodium iodide (10 g, 67 mmol) and the resulting slurry cooled to 0° C. While maintaining the internal temperature to ≦12° C., 1,1,3,3-tetramethylguanidine (94 mL, 0.74 mol) was added dropwise over 45 minutes to form a homogeneous solution. The ice bath was removed and a solution... Reactants: C=1(O)C(O)=CC=CC1 (catechol), ClCC(=O)OCC (ethyl chloroacetate), Cl (hydrochloric acid). The reagents and catalysts are CCCCCCCC[N+](C)(CCCCCCCC)CCCCCCCC.[Cl-] (Aliquat® 336). Run at time 1 hour. Yields the product O1C(COC2=C1C=CC=C2)=O (1,4-benzodioxan-2-one). Isolated yield 61.3%. Reaction SMILES: [C:1]1([C:3](=[CH:5][CH:6]=[CH:7][CH:8]=1)[OH:4])[OH:2].Cl[CH2:10][C:11](OCC)=[O:12].Cl>CCCCCCCC[N+](CCCCCCCC)(CCCCCCCC)C.[Cl-]>[O:2]1[C:1]2[CH:8]=[CH:7][CH:6]=[CH:5][C:3]=2[O:4][CH2:10][C:11]1=[O:12] |f:3.4|. Reported procedure: To a stirred solution of 120 grams of catechol and 10 grams of Aliquat® 336 (brand of tricaprylmethylammonium chloride, of General Mills Chemical Company of Minneapolis, Minnesota) at 80° C. is added ethyl chloroacetate (87 grams, 1 mole) over a one hour period. The reaction mass is stirred for one hour and then cooled. 1000 ml of dilute (5%) hydrochloric acid is added with stirring. The aqueous layer is discarded. The organic layer is washed twice with a minimum amount of water. The toluene is ...